Dataset: the Open Reaction Database (ORD), a public repository of structured organic reaction records. Task: describe an organic reaction: reactants, conditions, products, and yield Reactants: CC(C)C(NC(=O)OCc1ccccc1)C(=O)OC(C(=O)O)C(C)C, CCO, ClCCl. Yields the product CC(C)C(NC(=O)OCc1ccccc1)C(=O)OC(C(=O)OCCl)C(C)C. RXN SMILES: [CH2:1]([c:2]1[cH:3][cH:4][cH:5][cH:6][cH:7]1)[O:8][C:9](=[O:10])[NH:11][CH:12]([CH:13]([CH3:14])[CH3:15])[C:16](=[O:17])[O:18][CH:19]([C:20](=[O:21])[OH:22])[CH:23]([CH3:24])[CH3:25].[CH3:26][CH2:27][OH:28].[Cl:29][CH2:30][Cl:31]>>[CH2:1]([c:2]1[cH:3][cH:4][cH:5][cH:6][cH:7]1)[O:8][C:9](=[O:10])[NH:11][CH:12]([CH:13]([CH3:14])[CH3:15])[C:16](=[O:17])[O:18][CH:19]([C:20](=[O:21])[O:22][CH2:30][Cl:29])[CH:23]([CH3:24])[CH3:25]. Starting materials: C(C)(=O)NC1C(SC=C1)C(C1=CC=CC=C1)=O (3-acetylamino-2-benzoyldihydrothiophene), S(=O)(=O)(Cl)Cl (sulfuryl chloride). The product is C(C)(=O)NC1=C(SC=C1)C(C1=CC=CC=C1)=O (3-acetylamino-2-benzoylthiophene). Yield: 82.0%. As a reaction SMILES: [C:1]([NH:4][CH:5]1[CH:9]=[CH:8][S:7][CH:6]1[C:10](=[O:17])[C:11]1[CH:16]=[CH:15][CH:14]=[CH:13][CH:12]=1)(=[O:3])[CH3:2].S(Cl)(Cl)(=O)=O>>[C:1]([NH:4][C:5]1[CH:9]=[CH:8][S:7][C:6]=1[C:10](=[O:17])[C:11]1[CH:16]=[CH:15][CH:14]=[CH:13][CH:12]=1)(=[O:3])[CH3:2]. Reported procedure: Using the method described in Example 14(c), 2.47 parts of 3-acetylamino-2-benzoyldihydrothiophene, on reaction with 0.66 parts of sulfuryl chloride for one hour at 0° C., give 2.0 parts of 3-acetylamino-2-benzoylthiophene (82% of theory) of melting point 93°-95° C. The reactants are N1CCC(CC1)C1=CC=C(C=C1)NC1=NN2C(C(=CC=C2)C2=CC=C(C#N)C=C2)=N1 (4-[2-(4-piperidin-4-yl-phenylamino)-[1,2,4]triazolo[1,5-a]pyridine-8-yl]benzonitrile), ClCC(=O)N(C)C (2-chloro-N,N-dimethyl-acetamide). Yields the product C(#N)C1=CC=C(C=C1)C=1C=2N(C=CC1)N=C(N2)NC2=CC=C(C=C2)C2CCN(CC2)CC(=O)N(C)C (2-(4-{4-[8-(4-Cyano-phenyl)-[1,2,4]-triazolo[1,5-a]pyridin-2-ylamino]-phenyl}-piperidin-1-yl)-N,N-dimethyl-acetamide), product. Yield: 44.0%. As a reaction SMILES: [NH:1]1[CH2:6][CH2:5][CH:4]([C:7]2[CH:12]=[CH:11][C:10]([NH:13][C:14]3[N:30]=[C:17]4[C:18]([C:22]5[CH:29]=[CH:28][C:25]([C:26]#[N:27])=[CH:24][CH:23]=5)=[CH:19][CH:20]=[CH:21][N:16]4[N:15]=3)=[CH:9][CH:8]=2)[CH2:3][CH2:2]1.Cl[CH2:32][C:33]([N:35]([CH3:37])[CH3:36])=[O:34]>>[C:26]([C:25]1[CH:24]=[CH:23][C:22]([C:18]2[C:17]3[N:16]([N:15]=[C:14]([NH:13][C:10]4[CH:9]=[CH:8][C:7]([CH:4]5[CH2:5][CH2:6][N:1]([CH2:32][C:33]([N:35]([CH3:37])[CH3:36])=[O:34])[CH2:2][CH2:3]5)=[CH:12][CH:11]=4)[N:30]=3)[CH:21]=[CH:20][CH:19]=2)=[CH:29][CH:28]=1)#[N:27]. Procedure details: 2-(4-{4-[8-(4-Cyano-phenyl)-[1,2,4]-triazolo[1,5-a]pyridin-2-ylamino]-phenyl}-piperidin-1-yl)-N,N-dimethyl-acetamide was prepared from 4-[2-(4-piperidin-4-yl-phenylamino)-[1,2,4]triazolo[1,5-a]pyridine-8-yl]benzonitrile (0.111 g, 0.281 mmol) and 2-chloro-N,N-dimethyl-acetamide (0.043 mL, 0.422 mmol) in a manner analogous to Example 313 to give product (0.060 g, 44%). MP=245-246° C. 1H NMR (400 MHz, (D3C)2SO, δ, ppm): 9.71 (s, 1H), 8.87 (d, 1H), 8.40 (d, 2H), 8.00 (m, 3H), 7.62 (d, 2H), 7.15 (m, ... Starting materials: COC=1C=CC2=C(NC(CO2)=O)C1 (6-Methoxy-2H-1,4-benzoxazin-3(4H)-one), CS(=O)(=O)OCCCN1CCN(CC1)C(=O)OC(C)(C)C (tert-butyl 4-{3-[(methylsulfonyl)oxy]propyl}piperazine-1-carboxylate), CS(=O)(=O)OCCCN1CCN(CC1)C(=O)OC(C)(C)C (tert-butyl 4-{3-[(methylsulfonyl)oxy]propyl}piperazine-1-carboxylate), COC=1C=CC2=C(NC(CO2)=O)C1 (6-Methoxy-2H-1,4-benzoxazin-3(4H)-one), [H-].[Na+] (sodium hydride), COC1=CC=C2C=CC(N(C2=C1)CCN1CCC(CC1)NC(OC(C)(C)C)=O)=O (tert-butyl {1-[2-(7-methoxy-2-oxoquinolin-1(2H)-yl)ethyl]piperidin-4-yl}carbamate). Solvent: ClCCl.CC(C)O (dichloromethane 2-propanol). Product: COC=1C=CC2=C(N(C(CO2)=O)C(CN2CCN(CC2)C(=O)OC(C)(C)C)C)C1 (tert-Butyl 4-[2-(6-methoxy-3-oxo-2,3-dihydro-4H-1,4-benzoxazin-4-yl)propyl]piperazine-1-carboxylate). As a reaction SMILES: [CH3:1][O:2][C:3]1[CH:4]=[CH:5][C:6]2[O:11][CH2:10][C:9](=[O:12])[NH:8][C:7]=2[CH:13]=1.[H-].[Na+].CS(O[CH2:21][CH2:22][CH2:23][N:24]1[CH2:29][CH2:28][N:27]([C:30]([O:32][C:33]([CH3:36])([CH3:35])[CH3:34])=[O:31])[CH2:26][CH2:25]1)(=O)=O.COC1C=C2C(C=CC(=O)N2CCN2CCC(NC(=O)OC(C)(C)C)CC2)=CC=1>ClCCl.CC(O)C>[CH3:1][O:2][C:3]1[CH:4]=[CH:5][C:6]2[O:11][CH2:10][C:9](=[O:12])[N:8]([CH:22]([CH3:21])[CH2:23][N:24]3[CH2:29][CH2:28][N:27]([C:30]([O:32][C:33]([CH3:36])([CH3:35])[CH3:34])=[O:31])[CH2:26][CH2:25]3)[C:7]=2[CH:13]=1 |f:1.2,5.6|. Reported procedure: 6-Methoxy-2H-1,4-benzoxazin-3(4H)-one (Intermediate 48, 440 mg, 2.5 mmol) was deprotonated with sodium hydride (125 mg, 60% in oil, 3.2 mmol) and alkylated with tert-butyl 4-{3-[(methylsulfonyl)oxy]propyl}piperazine-1-carboxylate (Intermediate 120, 2.5 mmol) as described for Intermediate 2. Chromatography on silica gel with dichloromethane/2-propanol (95:5) gave 1.25 g (quantitative) of the product as a yellow oil. Reactants: [Br-], CCCCCCCC[P+](c1ccccc1)(c1ccccc1)c1ccccc1, C1CCOC1, [Li]CCCC, COC1C(C)COC(C=O)C1O[Si](C)(C)C(C)(C)C, CN(C)P(=O)(N(C)C)N(C)C. The product is CCCCCCCC=CC1OCC(C)C(OC)C1O[Si](C)(C)C(C)(C)C. RXN SMILES: [Br-:1].[CH2:2]([CH2:3][CH2:4][CH2:5][CH2:6][CH2:7][CH2:8][CH3:9])[P+:10]([c:11]1[cH:12][cH:13][cH:14][cH:15][cH:16]1)([c:17]1[cH:18][cH:19][cH:20][cH:21][cH:22]1)[c:23]1[cH:24][cH:25][cH:26][cH:27][cH:28]1.[CH2:53]1[O:54][CH2:55][CH2:56][CH2:57]1.[CH3:29][CH2:30][CH2:31][CH2:32][Li:33].[CH3:34][O:35][CH:36]1[CH:37]([O:45][Si:46]([CH3:47])([CH3:48])[C:49]([CH3:50])([CH3:51])[CH3:52])[CH:38]([CH:43]=[O:44])[O:39][CH2:40][CH:41]1[CH3:42].[CH3:58][N:59]([CH3:60])[P:61]([N:62]([CH3:63])[CH3:64])([N:65]([CH3:66])[CH3:67])=[O:68]>>[CH:2]([CH2:3][CH2:4][CH2:5][CH2:6][CH2:7][CH2:8][CH3:9])=[CH:43][CH:38]1[CH:37]([O:45][Si:46]([CH3:47])([CH3:48])[C:49]([CH3:50])([CH3:51])[CH3:52])[CH:36]([O:35][CH3:34])[CH:41]([CH3:42])[CH2:40][O:39]1. Reactants: C(C)(=O)O[C@@H](CC#N)C=1SC=CC1 ((S)-3-acetyloxy-3-(2-thienyl) propanenitrile). The solvent is C(Cl)(Cl)Cl (CHCl3). Yields the product C(C)(=O)OC(CC#N)C=1SC=CC1 (3-acetyloxy-3-(2-thienyl)propanenitrile). Reaction SMILES: [C:1]([O:4][C@H:5]([C:9]1[S:10][CH:11]=[CH:12][CH:13]=1)[CH2:6][C:7]#[N:8])(=[O:3])[CH3:2]>C(Cl)(Cl)Cl>[C:1]([O:4][CH:5]([C:9]1[S:10][CH:11]=[CH:12][CH:13]=1)[CH2:6][C:7]#[N:8])(=[O:3])[CH3:2]. Reported procedure: Yield of (S)-3-acetyloxy-3-(2-thienyl) propanenitrile (S-2) 43%, ee >99%, [α]30D=−82.1 (c 1, CHCl3). Starting materials: CCOC(=O)COc1ccc(-c2cc(C#N)c(=O)[nH]c2C)cc1, C1COCCO1, [Li+], [OH-], O, O. The product is Cc1[nH]c(=O)c(C#N)cc1-c1ccc(OCC(=O)O)cc1. RXN SMILES: [CH2:1]([CH3:2])[O:3][C:4]([CH2:5][O:6][c:7]1[cH:8][cH:9][c:10](-[c:13]2[c:14]([CH3:22])[nH:15][c:16](=[O:21])[c:17]([C:19]#[N:20])[cH:18]2)[cH:11][cH:12]1)=[O:23].[CH2:27]1[O:28][CH2:29][CH2:30][O:31][CH2:32]1.[Li+:26].[OH-:25].[OH2:24].[OH2:33]>>[O:3]=[C:4]([CH2:5][O:6][c:7]1[cH:8][cH:9][c:10](-[c:13]2[c:14]([CH3:22])[nH:15][c:16](=[O:21])[c:17]([C:19]#[N:20])[cH:18]2)[cH:11][cH:12]1)[OH:23].